Dataset: the Open Reaction Database (ORD), a public repository of structured organic reaction records. Task: describe an organic reaction: reactants, conditions, products, and yield Yield: 70.5%. Reported procedure: A mixture of Compound 11 (2.00 g, 4.56 mmol), 2,8-dibromodibenzo[b,d]furan (2.60 g, 7.98 mmol), tetrakis(triphenylphosphine) palladium(0) (0.26 g, 0.23 mmol), potassium carbonate (1.892 g, 13.70 mmol), 1,4-dioxane (60.00 mL), and water (12.00 mL) was degassed with bubbling argon for 1 hour. The reaction mixture was then heated to 80° C. and was stirred overnight (16.5 hours), maintaining an argon atmosphere. Consumption of the starting material was confirmed by thin-layer chromatography and the ... Reaction conditions: temperature 80 celsius, time 16.5 hour. The product is BrC=1C=CC2=C(C3=C(O2)C=CC(=C3)C3=CC=C(C=C3)N3C2=CC=CC=C2C=2C=CC=CC32)C1 (9-(4-(8-bromodibenzo[b,d]furan-2-yl)phenyl)-9H-carbazole). Reagents/catalysts: [Pd].C1(=CC=CC=C1)P(C1=CC=CC=C1)C1=CC=CC=C1.C1(=CC=CC=C1)P(C1=CC=CC=C1)C1=CC=CC=C1.C1(=CC=CC=C1)P(C1=CC=CC=C1)C1=CC=CC=C1.C1(=CC=CC=C1)P(C1=CC=CC=C1)C1=CC=CC=C1 (tetrakis(triphenylphosphine) palladium(0)). As a reaction SMILES: CC1(C)C(C)(C)OB([C:9]2[CH:14]=[CH:13][C:12]([N:15]3[C:27]4[CH:26]=[CH:25][CH:24]=[CH:23][C:22]=4[C:21]4[C:16]3=[CH:17][CH:18]=[CH:19][CH:20]=4)=[CH:11][CH:10]=2)O1.Br[C:30]1[CH:43]=[CH:42][C:33]2[O:34][C:35]3[CH:40]=[CH:39][C:38]([Br:41])=[CH:37][C:36]=3[C:32]=2[CH:31]=1.C(=O)([O-])[O-].[K+].[K+].O1CCOCC1>[Pd].C1(P(C2C=CC=CC=2)C2C=CC=CC=2)C=CC=CC=1.C1(P(C2C=CC=CC=2)C2C=CC=CC=2)C=CC=CC=1.C1(P(C2C=CC=CC=2)C2C=CC=CC=2)C=CC=CC=1.C1(P(C2C=CC=CC=2)C2C=CC=CC=2)C=CC=CC=1.O>[Br:41][C:38]1[CH:39]=[CH:40][C:35]2[O:34][C:33]3[CH:42]=[CH:43][C:30]([C:9]4[CH:10]=[CH:11][C:12]([N:15]5[C:16]6[CH:17]=[CH:18][CH:19]=[CH:20][C:21]=6[C:22]6[C:27]5=[CH:26][CH:25]=[CH:24][CH:23]=6)=[CH:13][CH:14]=4)=[CH:31][C:32]=3[C:36]=2[CH:37]=1 |f:2.3.4,6.7.8.9.10|. Run in O (water). Reactants: CC1(OB(OC1(C)C)C1=CC=C(C=C1)N1C2=CC=CC=C2C=2C=CC=CC12)C (9-(4-(4,4,5,5-tetramethyl-1,3,2-dioxaborolan-2-yl)phenyl)-9H-carbazole), BrC1=CC2=C(OC3=C2C=C(C=C3)Br)C=C1 (2,8-dibromodibenzo[b,d]furan), C([O-])([O-])=O.[K+].[K+] (potassium carbonate), O1CCOCC1 (1,4-dioxane). Reactants: COc1ccc([N+](=O)[O-])c(OCc2ccccc2)n1, C1CCOC1, ClCCl, [Ni]. Product: COc1ccc(N)c(OCc2ccccc2)n1. As a reaction SMILES: [CH2:1]([c:2]1[cH:3][cH:4][cH:5][cH:6][cH:7]1)[O:8][c:9]1[n:10][c:11]([O:18][CH3:19])[cH:12][cH:13][c:14]1[N+:15]([O-:16])=[O:17].[CH2:23]1[O:24][CH2:25][CH2:26][CH2:27]1.[Cl:20][CH2:21][Cl:22].[Ni:28]>>[CH2:1]([c:2]1[cH:3][cH:4][cH:5][cH:6][cH:7]1)[O:8][c:9]1[n:10][c:11]([O:18][CH3:19])[cH:12][cH:13][c:14]1[NH2:15]. The reactants are C(C)(=O)OCC1=C(C=CC=C1)C(C(=O)N)=O (2-(2-acetoxymethylphenyl)-2-oxoacetamide), Cl.NO (hydroxylamine hydrochloride), C(C)(=O)[O-].[K+] (potassium acetate), CO (methanol). Solvent: O (water). Run at time 18 hour. Product: C(C)(=O)OCC1=C(C=CC=C1)C(C(=O)N)=NO (2-(2-acetoxymethylphenyl)-2-hydroxyiminoacetamide). The yield is 70.8%. As a reaction SMILES: [C:1]([O:4][CH2:5][C:6]1[CH:11]=[CH:10][CH:9]=[CH:8][C:7]=1[C:12](=O)[C:13]([NH2:15])=[O:14])(=[O:3])[CH3:2].Cl.[NH2:18][OH:19].C([O-])(=O)C.[K+].CO>O>[C:1]([O:4][CH2:5][C:6]1[CH:11]=[CH:10][CH:9]=[CH:8][C:7]=1[C:12](=[N:18][OH:19])[C:13]([NH2:15])=[O:14])(=[O:3])[CH3:2] |f:1.2,3.4|. Reported procedure: A mixture of 2-(2-acetoxymethylphenyl)-2-oxoacetamide (1.56 g), 95% hydroxylamine hydrochloride (0.62 g), potassium acetate (1.34 g) and methanol (14 ml) was heated under reflux with stirring for 18 hours. After the mixture was cooled by allowing it to stand, water (about 150 ml) was added to the reaction mixture, and the mixture was extracted with ethyl acetate three times. The combined ethyl acetate layer was washed with saturated brine and dried over anhydrous sodium sulfate. Evaporation of t... Reactants: O=C([O-])[O-], FC(F)C(F)(F)CI, [K+], [K+], O=[N+]([O-])c1ccc(O)cc1, CN(C)C=O. The product is O=[N+]([O-])c1ccc(OCC(F)(F)C(F)F)cc1. RXN SMILES: [C:11](=[O:12])([O-:13])[O-:14].[F:17][CH:18]([C:19]([CH2:20][I:21])([F:22])[F:23])[F:24].[K+:15].[K+:16].[N+:1](=[O:2])([O-:3])[c:4]1[cH:5][cH:6][c:7]([OH:10])[cH:8][cH:9]1.[O:25]=[CH:26][N:27]([CH3:28])[CH3:29]>>[N+:1](=[O:2])([O-:3])[c:4]1[cH:5][cH:6][c:7]([O:10][CH2:20][C:19]([CH:18]([F:17])[F:24])([F:22])[F:23])[cH:8][cH:9]1.